describe an organic reaction: reactants, conditions, products, and yield From a dataset of the Open Reaction Database (ORD), a public repository of structured organic reaction records. Yields the product NCCN1CCC(c2n[nH]c3cc(F)ccc23)CC1. The reactants are [Al+3], C1CCOC1, N#CCN1CCC(c2n[nH]c3cc(F)ccc23)CC1, [H-], [H-], [H-], [H-], [Li+]. As a reaction SMILES: [Al+3:21].[CH2:26]1[O:27][CH2:28][CH2:29][CH2:30]1.[F:1][c:2]1[cH:3][cH:4][c:5]2[c:6]([CH:11]3[CH2:12][CH2:13][N:14]([CH2:17][C:18]#[N:19])[CH2:15][CH2:16]3)[n:7][nH:8][c:9]2[cH:10]1.[H-:20].[H-:23].[H-:24].[H-:25].[Li+:22]>>[F:1][c:2]1[cH:3][cH:4][c:5]2[c:6]([CH:11]3[CH2:12][CH2:13][N:14]([CH2:17][CH2:18][NH2:19])[CH2:15][CH2:16]3)[n:7][nH:8][c:9]2[cH:10]1. Starting materials: CN(C1=C(C(=O)OC)C=CC=C1)C (methyl 2-dimethylamino-benzoate), N (ammonia). The solvent is CO (methanol), O (water). Yields the product CN(C1=C(C(=O)N)C=CC=C1)C (2-dimethylamino-benzamide). The yield is 5.0%. As a reaction SMILES: [CH3:1][N:2]([CH3:13])[C:3]1[CH:12]=[CH:11][CH:10]=[CH:9][C:4]=1[C:5](OC)=[O:6].[NH3:14]>CO.O>[CH3:1][N:2]([CH3:13])[C:3]1[CH:12]=[CH:11][CH:10]=[CH:9][C:4]=1[C:5]([NH2:14])=[O:6]. Procedure details: A solution of methyl 2-dimethylamino-benzoate (1.79 g, 10 mmol) in 2 M ammonia in methanol (20 mL) was heated at 80° C. in a sealed reaction vessel for 3 d. Upon cooling to room temperature, it was diluted with water. The product was extracted with diethyl ether. The ethereal extracts were washed with brine and dried over anhydrous magnesium sulfate. The solid was then filtered off, and the filtrate was concentrated in vacuo. Purification of the residue by flash chromatography (Biotage system, K... The reactants are ClCl (chlorine), C24H25ClN4O4, CC=1C=C(C(=O)O)C=CC1C(=O)N1CCCC1 (3-methyl-4-(pyrrolidin-1-ylcarbonyl)benzoic acid), CN(C)C(=[N+](C)C)ON1C2=C(C=CC=C2)N=N1.[B-](F)(F)(F)F (TBTU), C(C)(C)N(CC)C(C)C (diisopropylethylamine), C(C1=CC=CC=C1)OC(=O)CCC(C1=NC2=C(N1)C=CC(=C2)Cl)N (3-benzyloxycarbonyl-1-(5-chloro-1H-benzimidazol-2-yl)propylamine). The solvent is C(C)(=O)OCC.C(C)(=O)O (ethyl acetate acetic acid), CS(=O)C (dimethylsulfoxide), [OH-].[Na+] (sodium hydroxide). The product is ClC1=CC2=C(NC(=N2)C(CCC(=O)O)NC(C2=CC(=C(C=C2)C(=O)N2CCCC2)C)=O)C=C1 (rac.-N-[1-(5-chloro-1H-benzimidazol-2-yl)-3-hydroxycarbonylpropyl]-3-methyl-4-(pyrrolidin-1-ylcarbonyl)benzamide). The yield is 53.0%. Reaction SMILES: [CH3:1][C:2]1[CH:3]=[C:4]([CH:8]=[CH:9][C:10]=1[C:11]([N:13]1[CH2:17][CH2:16][CH2:15][CH2:14]1)=[O:12])[C:5]([OH:7])=O.CN(C(ON1N=NC2C=CC=CC1=2)=[N+](C)C)C.[B-](F)(F)(F)F.C(N(C(C)C)CC)(C)C.C([O:56][C:57]([CH2:59][CH2:60][CH:61]([NH2:72])[C:62]1[NH:66][C:65]2[CH:67]=[CH:68][C:69]([Cl:71])=[CH:70][C:64]=2[N:63]=1)=[O:58])C1C=CC=CC=1.ClCl>CS(C)=O.[OH-].[Na+].C(OCC)(=O)C.C(O)(=O)C>[Cl:71][C:69]1[CH:68]=[CH:67][C:65]2[NH:66][C:62]([CH:61]([NH:72][C:5](=[O:7])[C:4]3[CH:8]=[CH:9][C:10]([C:11]([N:13]4[CH2:17][CH2:16][CH2:15][CH2:14]4)=[O:12])=[C:2]([CH3:1])[CH:3]=3)[CH2:60][CH2:59][C:57]([OH:58])=[O:56])=[N:63][C:64]=2[CH:70]=1 |f:1.2,7.8,9.10|. Reported procedure: Prepared analogously to Example 1g from 3-methyl-4-(pyrrolidin-1-ylcarbonyl)benzoic acid, TBTU, diisopropylethylamine, 3-benzyloxycarbonyl-1-(5-chloro-1H-benzimidazol-2-yl)propylamine in dimethylsulfoxide and sodium hydroxide solution. Yield: 53%; Rf value: 0.16 (silica gel; ethyl acetate/acetic acid=95:5); C24H25ClN4O4 (468.94); mass spectrum: (M+H)+=469/471 (chlorine isotope). The reactants are C(C)(C)N1C(NC(C2=CC3=C(C=C12)OCO3)C3=CC=CC=C3)=S (1-isopropyl-4-phenyl-6,7-methylenedioxy-3,4-dihydro-2(1H)-quinazolinthione). The reagents and catalysts are [O-2].[O-2].[Mn+4] (manganese dioxide). Solvent: C(Cl)Cl (methylene chloride). The product is C(C)(C)N1C(N=C(C2=CC3=C(C=C12)OCO3)C3=CC=CC=C3)=S (1-isopropyl-4-phenyl-6,7-methylenedioxy-2(1H)-quinazolinthione). As a reaction SMILES: [CH:1]([N:4]1[C:13]2[C:8](=[CH:9][C:10]3[O:16][CH2:15][O:14][C:11]=3[CH:12]=2)[CH:7]([C:17]2[CH:22]=[CH:21][CH:20]=[CH:19][CH:18]=2)[NH:6][C:5]1=[S:23])([CH3:3])[CH3:2]>[O-2].[O-2].[Mn+4].C(Cl)Cl>[CH:1]([N:4]1[C:13]2[C:8](=[CH:9][C:10]3[O:16][CH2:15][O:14][C:11]=3[CH:12]=2)[C:7]([C:17]2[CH:22]=[CH:21][CH:20]=[CH:19][CH:18]=2)=[N:6][C:5]1=[S:23])([CH3:3])[CH3:2] |f:1.2.3|. Reported procedure: A mixture of 2 grams of 1-isopropyl-4-phenyl-6,7-methylenedioxy-3,4-dihydro-2(1H)-quinazolinthione, 100 ml. of methylene chloride and 4 grams of manganese dioxide is stirred for 48 hours at room temperature. Precipitated solids are removed by filtration and the filtrate evaporated to dryness. The residue is recrystallized from ethyl acetate and then methanol and then eluted with benzene in a silica gel column to give 1-isopropyl-4-phenyl-6,7-methylenedioxy-2(1H)-quinazolinthione, m.p. 202°-205°C... Reactants: CN1C(=NC=C1)CO ((1-methyl-1H-imidazol-2-yl)methanol), CC(C)(C)[O-].[K+].C1CCOC1 (KOtBu THF), C(C)(C)(C)C1=CN(/C(/S1)=N/C(C1=C(C=CC(=C1)C(F)(F)F)F)=O)C[C@@H]1OCCC1 (N-[(2Z)-5-tert-butyl-3-[(2R)-tetrahydro furan-2-ylmethyl]-1,3-thiazol-2(3H)-ylidene]-2-fluoro-5-(trifluoromethyl)benzamide). Solvent: C1CCOC1 (THF). Reaction conditions: time 15 minute. The product is C(C)(C)(C)C1=CN(/C(/S1)=N/C(C1=C(C=CC(=C1)C(F)(F)F)OCC=1N(C=CN1)C)=O)C[C@@H]1OCCC1 (N-[(2Z)-5-tert-butyl-3-[(2R)-tetrahydrofuran-2-ylmethyl]-1,3-thiazol-2(3H)-ylidene]-2-[(1-methyl-1H-imidazol-2-yl)methoxy]-5-(trifluoromethyl)benzamide). Yield: 48.9%. Reaction SMILES: [CH3:1][N:2]1[CH:6]=[CH:5][N:4]=[C:3]1[CH2:7][OH:8].CC([O-])(C)C.[K+].C1COCC1.[C:20]([C:24]1[S:28]/[C:27](=[N:29]\[C:30](=[O:42])[C:31]2[CH:36]=[C:35]([C:37]([F:40])([F:39])[F:38])[CH:34]=[CH:33][C:32]=2F)/[N:26]([CH2:43][C@H:44]2[CH2:48][CH2:47][CH2:46][O:45]2)[CH:25]=1)([CH3:23])([CH3:22])[CH3:21]>C1COCC1>[C:20]([C:24]1[S:28]/[C:27](=[N:29]\[C:30](=[O:42])[C:31]2[CH:36]=[C:35]([C:37]([F:39])([F:38])[F:40])[CH:34]=[CH:33][C:32]=2[O:8][CH2:7][C:3]2[N:2]([CH3:1])[CH:6]=[CH:5][N:4]=2)/[N:26]([CH2:43][C@H:44]2[CH2:48][CH2:47][CH2:46][O:45]2)[CH:25]=1)([CH3:23])([CH3:21])[CH3:22] |f:1.2.3|. Procedure details: A solution of (1-methyl-1H-imidazol-2-yl)methanol (109 mg, 0.94 mmol) in THF (5 mL) was treated with a 1 M KOtBu/THF (0.95 mL, 0.944 mmol) and stirred for 15 min. A solution of Example 1A (190 mg, 0.47 mmol) was added to the reaction mixture and stirred for 6 hours. The reaction mixture was quenched with saturated NH4Cl solution, concentrated in vacuo and partitioned between EtOAc and brine, dried (MgSO4), filtered, and concentrated. The residue was purified by using an Analogix® Intelliflash280... Yields the product CSc1ccc(OC(C)c2ccnc3ncnn23)cc1. Reactants: CC(Br)c1ccnc2ncnn12, CSc1ccc(O)cc1, COCCOC, [H-], [Na+]. RXN SMILES: [Br:12][CH:13]([CH3:14])[c:15]1[cH:16][cH:17][n:18][c:19]2[n:20]1[n:21][cH:22][n:23]2.[CH3:1][S:2][c:3]1[cH:4][cH:5][c:6]([OH:9])[cH:7][cH:8]1.[CH3:24][O:25][CH2:26][CH2:27][O:28][CH3:29].[H-:10].[Na+:11]>>[CH3:1][S:2][c:3]1[cH:4][cH:5][c:6]([O:9][CH:13]([CH3:14])[c:15]2[cH:16][cH:17][n:18][c:19]3[n:20]2[n:21][cH:22][n:23]3)[cH:7][cH:8]1. Starting materials: FC(C1=NN=C2N1C1=CC(=C(C=C1N=C2)Cl)Cl)(F)F (1-Trifluoromethyl-7,8-dichloro-1,2,4-triazolo[4,3-a]quinoxaline), OO (H2O2). Run in CC(=O)O (HOAc). Conditions: temperature 55 celsius. The product is FC(C1=NN=C2N1C1=CC(=C(C=C1NC2=O)Cl)Cl)(F)F (1-Trifluoromethyl-7,8-dichloro-1,2,4-triazolo[4,3-a]quinoxalin-4(5H)-one). As a reaction SMILES: [F:1][C:2]([F:19])([F:18])[C:3]1[N:7]2[C:8]3[C:13]([N:14]=[CH:15][C:6]2=[N:5][N:4]=1)=[CH:12][C:11]([Cl:16])=[C:10]([Cl:17])[CH:9]=3.[OH:20]O>CC(O)=O>[F:19][C:2]([F:1])([F:18])[C:3]1[N:7]2[C:8]3[C:13]([NH:14][C:15](=[O:20])[C:6]2=[N:5][N:4]=1)=[CH:12][C:11]([Cl:16])=[C:10]([Cl:17])[CH:9]=3. Procedure: 800 mg (2.3 mmol) of the quinoxaline (9) was stirred in 22 ml HOAc, and 7 ml of 30% H2O2 was added. The reaction mixture was heated to 55° C. for 16 hours, and then cooled to room temperature. Filtering and drying the product yielded 330 mg of 1-trifluoromethyl-7,8-dichloro-1,2,4-triazolo [4,3-a]quinoxalin-4(5H)-one (10). Starting materials: C(C)(C)(C)OC(NC1CN(CC1)C(=O)C1=CC2=NC=CC(=C2S1)Cl)=O ((+/−)-[1-(7-chloro-thieno[3,2-b]pyridine-2-carbonyl)-pyrrolidin-3-yl]-carbamic acid tert-butyl ester), CC=1NC2=CC=C(C=C2C1)N (2-methyl-1H-indol-5-ylamine). The product is C(C)(C)(C)OC(NC1CN(CC1)C(=O)C1=CC2=NC=CC(=C2S1)NC=1C=C2C=C(NC2=CC1)C)=O ((+/−)-[1-[7-(2-methyl-1H-indol-5-ylamino)-thieno[3,2-b]pyridine-2-carbonyl]-pyrrolidin-3-yl]-carbamic acid tert-butyl ester). RXN SMILES: [C:1]([O:5][C:6](=[O:25])[NH:7][CH:8]1[CH2:12][CH2:11][N:10]([C:13]([C:15]2[S:23][C:22]3[C:17](=[N:18][CH:19]=[CH:20][C:21]=3Cl)[CH:16]=2)=[O:14])[CH2:9]1)([CH3:4])([CH3:3])[CH3:2].[CH3:26][C:27]1[NH:28][C:29]2[C:34]([CH:35]=1)=[CH:33][C:32]([NH2:36])=[CH:31][CH:30]=2>>[C:1]([O:5][C:6](=[O:25])[NH:7][CH:8]1[CH2:12][CH2:11][N:10]([C:13]([C:15]2[S:23][C:22]3[C:17](=[N:18][CH:19]=[CH:20][C:21]=3[NH:36][C:32]3[CH:33]=[C:34]4[C:29](=[CH:30][CH:31]=3)[NH:28][C:27]([CH3:26])=[CH:35]4)[CH:16]=2)=[O:14])[CH2:9]1)([CH3:4])([CH3:3])[CH3:2]. Procedure details: The title compound was prepared from (+/−)-[1-(7-chloro-thieno[3,2-b]pyridine-2-carbonyl)-pyrrolidin-3-yl]-carbamic acid tert-butyl ester and 2-methyl-1H-indol-5-ylamine by a procedure analogous to Example 1C. MS: 492 (MH+); HPLC Rf: 5.23 min.; HPLC purity 96%. Reactants: [Br-], CC(C)(C)OC(=O)N1CC2CNCC(C1)O2, CS(=O)(=O)OCCN(Cc1ccccc1)S(C)(=O)=O, CC#N, [K+], [K+], [Li+], O=C([O-])[O-]. Product: CC(C)(C)OC(=O)N1CC2CN(CCN(Cc3ccccc3)S(C)(=O)=O)CC(C1)O2. Reaction SMILES: [Br-:43].[C:20]([CH3:21])([CH3:22])([CH3:23])[O:24][C:25](=[O:26])[N:27]1[CH2:28][CH:29]2[CH2:30][NH:31][CH2:32][CH:33]([CH2:34]1)[O:35]2.[CH2:1]([c:2]1[cH:3][cH:4][cH:5][cH:6][cH:7]1)[N:8]([CH2:9][CH2:10][O:11][S:12]([CH3:13])(=[O:14])=[O:15])[S:16](=[O:17])(=[O:18])[CH3:19].[CH3:44][C:45]#[N:46].[K+:36].[K+:37].[Li+:42].[O-:38][C:39]([O-:40])=[O:41]>>[CH2:1]([c:2]1[cH:3][cH:4][cH:5][cH:6][cH:7]1)[N:8]([CH2:9][CH2:10][N:31]1[CH2:30][CH:29]2[CH2:28][N:27]([C:25]([O:24][C:20]([CH3:21])([CH3:22])[CH3:23])=[O:26])[CH2:34][CH:33]([CH2:32]1)[O:35]2)[S:16](=[O:17])(=[O:18])[CH3:19].